The task is: describe an organic reaction: reactants, conditions, products, and yield. This data is from the Open Reaction Database (ORD), a public repository of structured organic reaction records. Reactants: 46, CC(C)=CCC[C@@H](C)CCO ((R)-citronellol), C(=O)([O-])[O-].[Ca+2] (CaCO3), oxides. The reagents and catalysts are catalyst. Run in calcite. The product is CC(C)=CCCC(C)CC=O (Citronellal), CC(C)=CCC[C@@H](C)CC=O ((R)-citronellal). As a reaction SMILES: C([O-])([O-])=O.[Ca+2].[CH3:6][C:7](=[CH:9][CH2:10][CH2:11][C@H:12]([CH2:14][CH2:15][OH:16])[CH3:13])[CH3:8]>>[CH3:6][C:7](=[CH:9][CH2:10][CH2:11][CH:12]([CH2:14][CH:15]=[O:16])[CH3:13])[CH3:8].[CH3:6][C:7](=[CH:9][CH2:10][CH2:11][C@H:12]([CH2:14][CH:15]=[O:16])[CH3:13])[CH3:8] |f:0.1|. Procedure details: A tubular reactor heatable by means of a salt melt was charged with 10.8 g of a catalyst consisting of 55% by weight of ZnO and 45% by weight of CaCO3 in the calcite modification (determined in each case in the form of the oxides of the calcined catalyst mass). At a temperature of 400° C., a mixture of 46 Nl/h of nitrogen and 3.44 g/h of (R)-citronellol with an enantiomeric excess of 95% ee was passed over the bed. Citronellal was obtained with an enantiomeric excess of (R)-citronellal of 95% ee... Reactants: BrC1=C(C=C2C(C3=C(N(C2=C1)C1CC1)SN(C3=O)C(=O)OC(C)(C)C)=O)F (tert-butyl 7-bromo-9-cyclopropyl-6-fluoro-3,4-dioxoisothiazolo[5,4-b]quinoline-2(3H,4H,9H)-carboxylate), C(C)OC(=O)C1=C(N(C2=CC(=C(C=C2C1=O)F)Br)C1CC1)SC (7-Bromo-1-cyclopropyl-6-fluoro-2-methylsulfanyl-4-oxo-1,4-dihydro-quinoline-3-carboxylic acid ethyl ester), C(=O)(O)[O-].[Na+] (NaHCO3). Reagents/catalysts: C=1C=CC(=CC1)[P](C=2C=CC=CC2)(C=3C=CC=CC3)[Pd]([P](C=4C=CC=CC4)(C=5C=CC=CC5)C=6C=CC=CC6)([P](C=7C=CC=CC7)(C=8C=CC=CC8)C=9C=CC=CC9)[P](C=1C=CC=CC1)(C=1C=CC=CC1)C=1C=CC=CC1 (Pd (PPh3)4). Run in CN(C)C=O (DMF). Yields the product C1(CC1)N1C2=C(C(C3=CC(=C(C=C13)C1=CC(=NC(=C1)C)C)F)=O)C(NS2)=O (9-Cyclopropyl-7-(2,6-dimethyl-pyridin-4-yl)-6-fluoro-9H-isothiazolo[5,4-b]quinoline-3,4-dione). Reaction SMILES: Br[C:2]1[CH:11]=[C:10]2[C:5]([C:6](=[O:26])[C:7]3[C:17](=[O:18])[N:16](C(OC(C)(C)C)=O)[S:15][C:8]=3[N:9]2[CH:12]2[CH2:14][CH2:13]2)=[CH:4][C:3]=1[F:27].C(OC([C:33]1[C:42](=O)[C:41]2[C:36](=[CH:37]C(Br)=C(F)C=2)[N:35](C2CC2)[C:34]=1SC)=O)C.[C:51]([O-])(O)=O.[Na+]>C1C=CC([P]([Pd]([P](C2C=CC=CC=2)(C2C=CC=CC=2)C2C=CC=CC=2)([P](C2C=CC=CC=2)(C2C=CC=CC=2)C2C=CC=CC=2)[P](C2C=CC=CC=2)(C2C=CC=CC=2)C2C=CC=CC=2)(C2C=CC=CC=2)C2C=CC=CC=2)=CC=1.CN(C=O)C>[CH:12]1([N:9]2[C:10]3[C:5](=[CH:4][C:3]([F:27])=[C:2]([C:42]4[CH:33]=[C:34]([CH3:51])[N:35]=[C:36]([CH3:37])[CH:41]=4)[CH:11]=3)[C:6](=[O:26])[C:7]3[C:17](=[O:18])[NH:16][S:15][C:8]2=3)[CH2:14][CH2:13]1 |f:2.3,^1:59,61,80,99|. Procedure details: A mixture of tert-butyl 7-bromo-9-cyclopropyl-6-fluoro-3,4-dioxoisothiazolo[5,4-b]quinoline-2(3H,4H,9H)-carboxylate (8, 22 mg, 0.048 mmol), 4-(2,6-Dimethylpyridyl)boronic acid (5, 23 mg, 0.12 mmol) and Pd (PPh3)4 (4 mg) in a solution of DMF (1 ml) and 1M NaHCO3 (0.22 ml) is sealed in a microwave reaction vessel with a stirrer. After filling with helium, the mixture is microwaved at 100 W, 130° C. for 10 minutes. The reaction is followed by LC-MS. The reaction mixture is filtered and the filtrate... The reactants are Cl (HCl), [I-].[K+] (Potassium iodide), C(#N)C1=CC(=C(C=C1)O)F (4-cyano-2-fluorophenol), CC=1C=CC(=CC1)S(=O)(=O)NCl (chloramine-T). The solvent is O (water), CN(C)C=O (DMF), CN(C)C=O (DMF). Product: C(#N)C1=CC(=C(C(=C1)I)O)F (4-Cyano-2-fluoro-6-iodophenol). Isolated yield 47.0%. As a reaction SMILES: [I-:1].[K+].[C:3]([C:5]1[CH:10]=[CH:9][C:8]([OH:11])=[C:7]([F:12])[CH:6]=1)#[N:4].CC1C=CC(S(NCl)(=O)=O)=CC=1.Cl>CN(C=O)C.O>[C:3]([C:5]1[CH:10]=[C:9]([I:1])[C:8]([OH:11])=[C:7]([F:12])[CH:6]=1)#[N:4] |f:0.1|. Reported procedure: Potassium iodide (7.97 g, 48 mmol) was dissolved in 125 ml of DMF with stirring, and 4-cyano-2-fluorophenol (16a; 5.56 g 48 mmol) and chloramine-T in 75 ml of DMF were added dropwise with stirring. The reaction mixture was poured into 650 ml of water, acidified with 6N HCl, and extracted with ethyl acetate. The organic layer was washed with 10% NaHSO3, water and brine and dried over magnesium sulfate. The organic solution was concentrated in vacuo and the yellow solid residue was treated with 20...